From a dataset of the Open Reaction Database (ORD), a public repository of structured organic reaction records. describe an organic reaction: reactants, conditions, products, and yield Starting materials: [H-].[Na+] (sodium hydride), C(C1=CC=CC=C1)OC1=CC(=C(C(=O)OCC)C(=C1)C)O (Ethyl 4-benzyloxy-2-hydroxy-6-methyl-benzoate), Cl.ClCC=1C=C(OCC2=NC3=CC=CC=C3C=C2)C=CC1 (2-(3-Chloromethyl-phenoxymethyl)-quinoline hydrochloride). Run in CN(C)C=O (DMF), CN(C)C=O (DMF). Reported procedure: To a solution of ethyl 4-benzyloxy-2-hydroxy-6-methyl-benzoate (5.1 g, 16 mmol, example 63) in DMF (100 mL), with 25° C. water bath cooling, is added 60% sodium hydride emulsion (1.3 g, 32 mmol) over 2 minutes. This mixture is stirred 30 minutes with the cooling bath removed. A solution of 3-(quinolin-2-ylmethoxy)-benzyl chloride hydrochloride (5.1 g, 16 mmol, example 49), in DMF (55 mL) is added and the reaction heated at 60° C. for 6 hours. The solvent is removed in vacuo and the residue purif... Product: C(C1=CC=CC=C1)OC1=CC(=C(C(=O)OCC)C(=C1)OCC1=CC(=CC=C1)OCC1=NC2=CC=CC=C2C=C1)C (Ethyl 4-benzyloxy-2-methyl-6-[3-(quinolin-2-ylmethoxy)-benzyloxy]-benzoate). Run at temperature 60 celsius, time 30 minute. Reaction SMILES: [CH2:1]([O:8][C:9]1[CH:19]=[C:18]([CH3:20])[C:12]([C:13]([O:15][CH2:16][CH3:17])=[O:14])=[C:11]([OH:21])[CH:10]=1)[C:2]1[CH:7]=[CH:6][CH:5]=[CH:4][CH:3]=1.[H-].[Na+].Cl.Cl[CH2:26][C:27]1[CH:28]=[C:29]([CH:42]=[CH:43][CH:44]=1)[O:30][CH2:31][C:32]1[CH:41]=[CH:40][C:39]2[C:34](=[CH:35][CH:36]=[CH:37][CH:38]=2)[N:33]=1>CN(C=O)C>[CH2:1]([O:8][C:9]1[CH:10]=[C:11]([O:21][CH2:26][C:27]2[CH:44]=[CH:43][CH:42]=[C:29]([O:30][CH2:31][C:32]3[CH:41]=[CH:40][C:39]4[C:34](=[CH:35][CH:36]=[CH:37][CH:38]=4)[N:33]=3)[CH:28]=2)[C:12]([C:13]([O:15][CH2:16][CH3:17])=[O:14])=[C:18]([CH3:20])[CH:19]=1)[C:2]1[CH:3]=[CH:4][CH:5]=[CH:6][CH:7]=1 |f:1.2,3.4|. Reaction SMILES: [Br:1][C:2]1[CH:3]=[C:4]([OH:10])[CH:5]=[CH:6][C:7]=1[CH2:8][CH3:9].[CH3:11][O:12][CH2:13][CH2:14]Cl>>[Br:1][C:2]1[CH:3]=[C:4]([O:10][CH2:11][O:12][CH2:13][CH3:14])[CH:5]=[CH:6][C:7]=1[CH2:8][CH3:9]. Product: BrC1=C(C=CC(=C1)OCOCC)CC (1-Bromo-2-ethyl-5-ethoxymethoxybenzene). Procedure details: In a manner similar to that of Example 1(e), by reacting 13 g (65 mmol) of 3-bromo-4-ethylphenol with 6.7 ml (72 mmol) of methoxyethyl chloride, and after purification by chromatography on a column of silica eluted with a mixture of heptane and ethyl acetate (90/10), 12 g (76%) of the expected product are obtained in the form of a yellow oil. Reactants: BrC=1C=C(C=CC1CC)O (3-bromo-4-ethylphenol), COCCCl (methoxyethyl chloride). The reactants are S(=O)(=O)([O-])[O-].[NH4+].[NH4+] (ammonium sulfate), CSC=1C(C(C(C1)(CCCCCCCC)O)=CCCCCCC(=O)OC)=O (2-methylthio-4-hydroxy-5-(6-methoxycarbonylhexylidene)-4-octyl-2-cyclopentenone), Cl (hydrochloric acid), P(=O)([O-])([O-])[O-] (phosphate). The solvent is CC(=O)C (acetone). The product is CSC=1C(C(C(C1)(CCCCCCCC)O)=CCCCCCC(=O)O)=O (2-methylthio-5-(6-carboxyhexylidene)-4-hydroxy-4-octyl-2-cyclopentenone). Isolated yield 49.9%. As a reaction SMILES: [CH3:1][S:2][C:3]1[C:4](=[O:27])[C:5](=[CH:17][CH2:18][CH2:19][CH2:20][CH2:21][CH2:22][C:23]([O:25]C)=[O:24])[C:6]([OH:16])([CH2:8][CH2:9][CH2:10][CH2:11][CH2:12][CH2:13][CH2:14][CH3:15])[CH:7]=1.P([O-])([O-])([O-])=O.Cl.S([O-])([O-])(=O)=O.[NH4+].[NH4+]>CC(C)=O>[CH3:1][S:2][C:3]1[C:4](=[O:27])[C:5](=[CH:17][CH2:18][CH2:19][CH2:20][CH2:21][CH2:22][C:23]([OH:25])=[O:24])[C:6]([OH:16])([CH2:8][CH2:9][CH2:10][CH2:11][CH2:12][CH2:13][CH2:14][CH3:15])[CH:7]=1 |f:3.4.5|. Procedure: To a solution of 16 mg of 2-methylthio-4-hydroxy-5-(6-methoxycarbonylhexylidene)-4-octyl-2-cyclopentenone obtained in Example 101, dissolved in 1 ml of acetone, 11 ml of 0.1M phosphate buffer of pH 8 was added. Under stirring, 1.5 mg of pig liver esterase was added, and the mixture was stirred at 30-35° C. for 130 hours. After the mixture was adjusted to pH 4 with 0.1N hydrochloric acid, ammonium sulfate was added to saturation and the mixture was filtered with addition of ethyl acetate. The fil...